From a dataset of the Open Reaction Database (ORD), a public repository of structured organic reaction records. describe an organic reaction: reactants, conditions, products, and yield The reactants are C1CCOC1, COc1ccc(CCn2cnc3cc(NC(=S)NC4CC5CC(C4C)C5(C)C)ccc3c2=O)c(F)c1. Product: COc1ccc(CCn2cnc3cc(N=C=NC4CC5CC(C4C)C5(C)C)ccc3c2=O)c(F)c1. RXN SMILES: [CH2:37]1[O:38][CH2:39][CH2:40][CH2:41]1.[F:1][c:2]1[c:3]([CH2:10][CH2:11][n:12]2[cH:13][n:14][c:15]3[cH:16][c:17]([NH:23][C:24](=[S:25])[NH:26][CH:27]4[CH:28]([CH3:36])[CH:29]5[C:30]([CH3:34])([CH3:35])[CH:31]([CH2:32]4)[CH2:33]5)[cH:18][cH:19][c:20]3[c:21]2=[O:22])[cH:4][cH:5][c:6]([O:8][CH3:9])[cH:7]1>>[F:1][c:2]1[c:3]([CH2:10][CH2:11][n:12]2[cH:13][n:14][c:15]3[cH:16][c:17]([N:23]=[C:24]=[N:26][CH:27]4[CH:28]([CH3:36])[CH:29]5[C:30]([CH3:34])([CH3:35])[CH:31]([CH2:32]4)[CH2:33]5)[cH:18][cH:19][c:20]3[c:21]2=[O:22])[cH:4][cH:5][c:6]([O:8][CH3:9])[cH:7]1. Reported procedure: A solution of 2-methylthiophene (130.0 mg, 1.30 mmol) in 2.0 mL of THF was cooled to -78° C. and n-butyllithium (83.3 mg, 1.30 mmol, 0.84 ml of a 1.6M solution in hexanes) was added and the solution warmed to 0° C. during 1.5 hours. A solution of ZnCl2 (341.0 mg, 2.50 mmol) in 3.0 mL THF was slowly added via cannula. The resulting solution was warmed to room temperature, stirred for 40 minutes, and transferred via cannula to a solution of ethyl 4-[(2,2-dimethyl-4-trifluoromethanesulfonyloxy-7-fl... RXN SMILES: [CH3:1][C:2]1[S:3][CH:4]=[CH:5][CH:6]=1.C([Li])CCC.[CH3:12][C:13]1([CH3:45])[CH:22]=[C:21](OS(C(F)(F)F)(=O)=O)[C:20]2[C:15](=[CH:16][C:17]([F:44])=[C:18]([C:31]#[C:32][C:33]3[CH:43]=[CH:42][C:36]([C:37]([O:39][CH2:40][CH3:41])=[O:38])=[CH:35][CH:34]=3)[CH:19]=2)[S:14]1>C1COCC1.[Cl-].[Cl-].[Zn+2].[Pd].C1(P(C2C=CC=CC=2)C2C=CC=CC=2)C=CC=CC=1.C1(P(C2C=CC=CC=2)C2C=CC=CC=2)C=CC=CC=1.C1(P(C2C=CC=CC=2)C2C=CC=CC=2)C=CC=CC=1.C1(P(C2C=CC=CC=2)C2C=CC=CC=2)C=CC=CC=1>[CH3:1][C:2]1[S:3][C:4]([C:21]2[C:20]3[C:15](=[CH:16][C:17]([F:44])=[C:18]([C:31]#[C:32][C:33]4[CH:43]=[CH:42][C:36]([C:37]([O:39][CH2:40][CH3:41])=[O:38])=[CH:35][CH:34]=4)[CH:19]=3)[S:14][C:13]([CH3:45])([CH3:12])[CH:22]=2)=[CH:5][CH:6]=1 |f:4.5.6,7.8.9.10.11|. The yield is 3.0%. Reaction conditions: temperature 0 celsius, time 40 minute. Reagents/catalysts: [Pd].C1(=CC=CC=C1)P(C1=CC=CC=C1)C1=CC=CC=C1.C1(=CC=CC=C1)P(C1=CC=CC=C1)C1=CC=CC=C1.C1(=CC=CC=C1)P(C1=CC=CC=C1)C1=CC=CC=C1.C1(=CC=CC=C1)P(C1=CC=CC=C1)C1=CC=CC=C1 (tetrakis(triphenylphosphine) palladium(0)), [Cl-].[Cl-].[Zn+2] (ZnCl2). Yields the product CC1=CC=C(S1)C1=CC(SC2=CC(=C(C=C12)C#CC1=CC=C(C(=O)OCC)C=C1)F)(C)C (Ethyl 4-[[4-(5-methyl-thiophen-2yl)-2,2-dimethly-7-fluoro-(2H)-thiochromen-6-yl]-ethynyl]-benzoate), EtOAc hexanes. Run in C1CCOC1 (THF), C1CCOC1 (THF), hexanes, C1CCOC1 (THF). The reactants are CC1(SC2=CC(=C(C=C2C(=C1)OS(=O)(=O)C(F)(F)F)C#CC1=CC=C(C(=O)OCC)C=C1)F)C (ethyl 4-[(2,2-dimethyl-4-trifluoromethanesulfonyloxy-7-fluoro-(2H)-thiochromen-6-yl)ethynyl]-benzoate), CC=1SC=CC1 (2-methylthiophene), C(CCC)[Li] (n-butyllithium), solution, CC1(SC2=CC(=C(C=C2C(=C1)OS(=O)(=O)C(F)(F)F)C#CC1=CC=C(C(=O)OCC)C=C1)F)C (ethyl 4-[(2,2-dimethyl-4-trifluoromethanesulfonyloxy-7-fluoro-(2H)-thiochromen-6-yl)ethynyl]-benzoate).